describe an organic reaction: reactants, conditions, products, and yield From a dataset of the Open Reaction Database (ORD), a public repository of structured organic reaction records. The reactants are FC(C=1C=C(C=C(C1)C(F)(F)F)NC(OC1=CC=CC=C1)=NC#N)(F)F (N-[3,5-bis(trifluoromethyl)phenyl]-N'-cyano-O-phenylisourea), C(CC)N (n-propylamine). Yields the product C(#N)NC(=NCCC)NC1=CC(=CC(=C1)C(F)(F)F)C(F)(F)F (N-Cyano-N'-[3,5-bis(trifluoromethyl)phenyl]-N"-propyl-guanidine). The yield is 28.0%. Reaction SMILES: [F:1][C:2]([F:26])([F:25])[C:3]1[CH:4]=[C:5]([NH:13][C:14](=[N:22][C:23]#[N:24])OC2C=CC=CC=2)[CH:6]=[C:7]([C:9]([F:12])([F:11])[F:10])[CH:8]=1.[CH2:27]([NH2:30])[CH2:28][CH3:29]>>[C:23]([NH:22][C:14]([NH:13][C:5]1[CH:6]=[C:7]([C:9]([F:10])([F:12])[F:11])[CH:8]=[C:3]([C:2]([F:25])([F:1])[F:26])[CH:4]=1)=[N:30][CH2:27][CH2:28][CH3:29])#[N:24]. Procedure: N-[3,5-bis(trifluoromethyl)phenyl]-N'-cyano-O-phenylisourea (0.94 mmol, 350 mg) and n-propylamine (1 ml) was stirred in a sealed flask for 19 h at 75° C. After concentration the residue was dissolved in dichloromethane, washed with 1 N aqueous HCl (2×), water, dried (Na2SO4) and concentrated. The residue was purified by flash chromatography (ethyl acetate/heptane 1:2) to give the title compound (90 mg, 28%) as white crystals. Mp 142.5-143.5° C.; 1H-NMR (CDCl3): δ 0.95 (t, 3H), 1.65 (sextet, 2H),... The reactants are Brc1nc(C2CC2)[nH]c1Br, C1CCOC1, C[Si](C)(C)CCOCCl, [H-], [Na+]. Yields the product C[Si](C)(C)CCOCn1c(C2CC2)nc(Br)c1Br. RXN SMILES: [Br:1][c:2]1[n:3][c:4]([CH:8]2[CH2:9][CH2:10]2)[nH:5][c:6]1[Br:7].[CH2:22]1[O:23][CH2:24][CH2:25][CH2:26]1.[CH3:13][Si:14]([CH2:15][CH2:16][O:17][CH2:18][Cl:19])([CH3:20])[CH3:21].[H-:11].[Na+:12]>>[Br:1][c:2]1[n:3][c:4]([CH:8]2[CH2:9][CH2:10]2)[n:5]([CH2:18][O:17][CH2:16][CH2:15][Si:14]([CH3:13])([CH3:20])[CH3:21])[c:6]1[Br:7]. Reactants: [Al+3], C1CCOC1, CC(=O)O, CCOC(C)=O, [Cl-], [H-], [H-], [H-], [H-], I, [Li+], N, [Na+], [OH-], O=S(Cl)Cl, CC(CC(=O)O)c1ccccc1-c1ccccc1. Yields the product CC(CCN)c1ccccc1-c1ccccc1. Reaction SMILES: [Al+3:31].[CH2:38]1[O:39][CH2:40][CH2:41][CH2:42]1.[CH3:2][C:3](=[O:4])[OH:5].[CH3:43][CH2:44][O:45][C:46](=[O:47])[CH3:48].[Cl-:28].[H-:30].[H-:33].[H-:34].[H-:35].[IH:1].[Li+:32].[NH3:29].[Na+:37].[OH-:36].[S:24]([Cl:25])([Cl:26])=[O:27].[c:6]1(-[c:18]2[cH:19][cH:20][cH:21][cH:22][cH:23]2)[c:7]([CH:12]([CH2:13][C:14]([OH:15])=[O:16])[CH3:17])[cH:8][cH:9][cH:10][cH:11]1>>[c:6]1(-[c:18]2[cH:19][cH:20][cH:21][cH:22][cH:23]2)[c:7]([CH:12]([CH2:13][CH2:14][NH2:29])[CH3:17])[cH:8][cH:9][cH:10][cH:11]1.